This data is from the Open Reaction Database (ORD), a public repository of structured organic reaction records. The task is: describe an organic reaction: reactants, conditions, products, and yield Starting materials: COc1cc(N2CCC(O[Si](C)(C)C(C)(C)C)C2)ccc1-c1nc2c(C)nn(C3CCCCC3)c2c(=O)[nH]1, CCCC[N+](CCCC)(CCCC)CCCC, [F-], C1CCOC1, O. Product: COc1cc(N2CCC(O)C2)ccc1-c1nc2c(C)nn(C3CCCCC3)c2c(=O)[nH]1. RXN SMILES: [C:6]([Si:7]([CH3:8])([CH3:9])[O:11][CH:12]1[CH2:13][N:14]([c:17]2[cH:18][c:19]([O:40][CH3:41])[c:20](-[c:23]3[nH:24][c:25](=[O:39])[c:26]4[c:27]([n:28]3)[c:29]([CH3:38])[n:30][n:31]4[CH:32]3[CH2:33][CH2:34][CH2:35][CH2:36][CH2:37]3)[cH:21][cH:22]2)[CH2:15][CH2:16]1)([CH3:10])([CH3:42])[CH3:43].[CH3:45][CH2:46][CH2:47][CH2:48][N+:49]([CH2:50][CH2:51][CH2:52][CH3:53])([CH2:54][CH2:55][CH2:56][CH3:57])[CH2:58][CH2:59][CH2:60][CH3:61].[F-:44].[O:1]1[CH2:2][CH2:3][CH2:4][CH2:5]1.[OH2:62]>>[OH:11][CH:12]1[CH2:13][N:14]([c:17]2[cH:18][c:19]([O:40][CH3:41])[c:20](-[c:23]3[nH:24][c:25](=[O:39])[c:26]4[c:27]([n:28]3)[c:29]([CH3:38])[n:30][n:31]4[CH:32]3[CH2:33][CH2:34][CH2:35][CH2:36][CH2:37]3)[cH:21][cH:22]2)[CH2:15][CH2:16]1.